Dataset: the Open Reaction Database (ORD), a public repository of structured organic reaction records. Task: describe an organic reaction: reactants, conditions, products, and yield RXN SMILES: [C:1]([CH3:2])([CH3:3])([CH3:4])[O:5][C:6](=[O:7])[NH:8][CH:9]([C:10](=[O:11])[OH:12])[CH:13]([CH2:14][CH3:15])[CH3:16].[CH2:17]([Cl:18])[CH2:19][Cl:20].[CH:31]([N:32]([CH2:33][CH3:34])[CH:35]([CH3:36])[CH3:37])([CH3:38])[CH3:39].[CH:56]([Cl:57])([Cl:58])[Cl:59].[Cl:40][c:41]1[cH:42][cH:43][c:44]([C:47]2([OH:55])[C:48]([CH3:53])([CH3:54])[CH2:49][NH:50][CH2:51][CH2:52]2)[cH:45][cH:46]1.[Cl:60][CH2:61][Cl:62].[OH:21][n:22]1[c:23]2[c:24]([cH:25][cH:26][cH:27][cH:28]2)[n:29][n:30]1>>[C:1]([CH3:2])([CH3:3])([CH3:4])[O:5][C:6](=[O:7])[NH:8][CH:9]([C:10](=[O:12])[N:50]1[CH2:49][C:48]([CH3:53])([CH3:54])[C:47]([c:44]2[cH:43][cH:42][c:41]([Cl:40])[cH:46][cH:45]2)([OH:55])[CH2:52][CH2:51]1)[CH:13]([CH2:14][CH3:15])[CH3:16]. Product: CCC(C)C(NC(=O)OC(C)(C)C)C(=O)N1CCC(O)(c2ccc(Cl)cc2)C(C)(C)C1. The reactants are CCC(C)C(NC(=O)OC(C)(C)C)C(=O)O, ClCCCl, CCN(C(C)C)C(C)C, ClC(Cl)Cl, CC1(C)CNCCC1(O)c1ccc(Cl)cc1, ClCCl, On1nnc2ccccc21. Reactants: C(C)(C)(C)C1=CC=C(CN)C=C1 (4-tert-butylbenzylamine), C1=CN(C=N1)C(=O)N2C=CN=C2 (CDI), NC1=CC=CC2=C1OCC(N2)=O (8-amino-2H-benzo[b][1,4]oxazin-3(4H)-one). The solvent is CN(C)C=O (DMF), C1CCOC1 (THF). Conditions: temperature 70 celsius. The product is C(C)(C)(C)C1=CC=C(C=C1)CNC(=O)NC1=CC=CC=2NC(COC21)=O (1-[(4-tert-butylphenyl)methyl]-3-(3-oxo-4H-1,4-benzoxazin-8-yl)urea). The yield is 27.0%. As a reaction SMILES: [C:1]([C:5]1[CH:12]=[CH:11][C:8]([CH2:9][NH2:10])=[CH:7][CH:6]=1)([CH3:4])([CH3:3])[CH3:2].C1N=CN([C:18](N2C=NC=C2)=[O:19])C=1.[NH2:25][C:26]1[C:31]2[O:32][CH2:33][C:34](=[O:36])[NH:35][C:30]=2[CH:29]=[CH:28][CH:27]=1>C1COCC1.CN(C=O)C>[C:1]([C:5]1[CH:6]=[CH:7][C:8]([CH2:9][NH:10][C:18]([NH:25][C:26]2[C:31]3[O:32][CH2:33][C:34](=[O:36])[NH:35][C:30]=3[CH:29]=[CH:28][CH:27]=2)=[O:19])=[CH:11][CH:12]=1)([CH3:4])([CH3:2])[CH3:3]. Procedure details: To a solution of 4-tert-butylbenzylamine (2 mL, 11.36 mmol) in THF (30 mL) was added CDI (2.1 mol eq, 3.86 g) and the mixture was heated at 70° C. overnight. The reaction mixture was evaporated, water was added and the aqueous phase was extracted with EtOAc (3×30 mL). The recombined organic phases were anhydrified over Na2SO4 and evaporated at reduced pressure (pale yellow oil, quantitative yield). The oil obtained (0.58 g, 2.28 mmol) was dissolved in DMF (20 mL) and the bicyclic amine 1f was ad...